Dataset: the Open Reaction Database (ORD), a public repository of structured organic reaction records. Task: describe an organic reaction: reactants, conditions, products, and yield Reaction SMILES: Cl[C:2]1[CH:7]=[N:6][NH:5][C:4](=[O:8])[CH:3]=1.C([Sn](CCCC)(CCCC)[C:14]1[C:19]([CH3:20])=[CH:18][CH:17]=[CH:16][N:15]=1)CCC.[Cl-].[Li+].C(OCC)(=O)C.O>O1CCOCC1.[Pd].C1(P(C2C=CC=CC=2)C2C=CC=CC=2)C=CC=CC=1.C1(P(C2C=CC=CC=2)C2C=CC=CC=2)C=CC=CC=1.C1(P(C2C=CC=CC=2)C2C=CC=CC=2)C=CC=CC=1.C1(P(C2C=CC=CC=2)C2C=CC=CC=2)C=CC=CC=1.[Cu]I>[CH3:20][C:19]1[C:14]([C:2]2[CH:7]=[N:6][NH:5][C:4](=[O:8])[CH:3]=2)=[N:15][CH:16]=[CH:17][CH:18]=1 |f:2.3,4.5,7.8.9.10.11|. Starting materials: C(C)(=O)OCC.O (ethyl acetate water), ClC1=CC(NN=C1)=O (5-chloropyridazin-3(2H)-one), C(CCC)[Sn](C1=NC=CC=C1C)(CCCC)CCCC (2-(tri-n-butylstannyl)-3-methylpyridine), [Cl-].[Li+] (lithium chloride). Isolated yield 69.4%. Reported procedure: To a mixture of 5-chloropyridazin-3(2H)-one (0.135 g, 1 mmol) and 2-(tri-n-butylstannyl)-3-methylpyridine (0.42 g, 1.1 mmol) in anhydrous 1,4-dioxane (2 ml) was added tetrakis(triphenylphosphine)-palladium (0) (0.06 g, 0.051 mmol), copper(I)iodide (20 mg, 0.1 mmol) and lithium chloride (0.13 g, 3.1 mmol) and the mixture was irradiated in a Smith microwave reactor at 160° C. for 15 minutes. The mixture was allowed to cool to room temperature and poured onto a mixture of ethyl acetate/water (10 ml... Run in O1CCOCC1 (1,4-dioxane). Yields the product CC=1C(=NC=CC1)C1=CC(NN=C1)=O (5-(3-methylpyrid-2-yl)pyridazin-3(2H)-one). The reagents and catalysts are [Pd].C1(=CC=CC=C1)P(C1=CC=CC=C1)C1=CC=CC=C1.C1(=CC=CC=C1)P(C1=CC=CC=C1)C1=CC=CC=C1.C1(=CC=CC=C1)P(C1=CC=CC=C1)C1=CC=CC=C1.C1(=CC=CC=C1)P(C1=CC=CC=C1)C1=CC=CC=C1 (tetrakis(triphenylphosphine)-palladium (0)), [Cu]I (copper(I)iodide). The yield is 66.6%. Procedure details: 0.70 g of methyl N-(3-phenylbenzyl)carbamate in tetrahydrofuran (20 ml) was stirred together with 0.15 g of 60% sodium hydride at room temperature for 30 minutes. 0.52 g of propargyl bromide was added dropwise at room temperature, and the resulting solution was stirred overnight. After the reaction, the reaction solution was poured into water and extracted with ethyl acetate, and the organic layer was separated, dried over anhydrous magnesium sulfate and evaporated under reduced pressure for rem... Product: C1(=CC=CC=C1)C=1C=C(CN(C(OC)=O)CC#C)C=CC1 (methyl N-(3-phenylbenzyl)N-(2-propynyl)carbamate). RXN SMILES: [C:1]1([C:7]2[CH:8]=[C:9]([CH:16]=[CH:17][CH:18]=2)[CH2:10][NH:11][C:12](=[O:15])[O:13][CH3:14])[CH:6]=[CH:5][CH:4]=[CH:3][CH:2]=1.[H-].[Na+].[CH2:21](Br)[C:22]#[CH:23].O>O1CCCC1>[C:1]1([C:7]2[CH:8]=[C:9]([CH:16]=[CH:17][CH:18]=2)[CH2:10][N:11]([CH2:23][C:22]#[CH:21])[C:12](=[O:15])[O:13][CH3:14])[CH:2]=[CH:3][CH:4]=[CH:5][CH:6]=1 |f:1.2|. Run at time 8 hour. Solvent: O1CCCC1 (tetrahydrofuran). The reactants are C1(=CC=CC=C1)C=1C=C(CNC(OC)=O)C=CC1 (methyl N-(3-phenylbenzyl)carbamate), [H-].[Na+] (sodium hydride), O (water), C(C#C)Br (propargyl bromide).